From a dataset of the Open Reaction Database (ORD), a public repository of structured organic reaction records. describe an organic reaction: reactants, conditions, products, and yield Reactants: C1CCOC1, CCOC(=O)c1ccc(C#Cc2ccc3c(c2)C(c2ccc(C)cc2)=CCC3(C)C)cc1, CCOC(=O)c1ccc(C#Cc2ccc3c(c2)C(c2ccc(O[Si](C)(C)CC(C)C)cc2)=CCC3(C)C)cc1, O. Yields the product Cc1ccc(C2=CCC(C)(C)c3ccc(C#Cc4ccc(C(=O)O)cc4)cc32)cc1. RXN SMILES: [CH2:72]1[O:73][CH2:74][CH2:75][CH2:76]1.[CH3:1][C:2]1([CH3:32])[c:3]2[cH:4][cH:5][c:6]([C:19]#[C:20][c:21]3[cH:22][cH:23][c:24]([C:25](=[O:26])[O:27][CH2:28][CH3:29])[cH:30][cH:31]3)[cH:7][c:8]2[C:9]([c:12]2[cH:13][cH:14][c:15]([CH3:18])[cH:16][cH:17]2)=[CH:10][CH2:11]1.[CH3:33][C:34]1([CH3:35])[CH2:36][CH:37]=[C:38]([c:39]2[cH:40][cH:41][c:42]([O:43][Si:44]([CH2:45][CH:46]([CH3:47])[CH3:48])([CH3:49])[CH3:50])[cH:51][cH:52]2)[c:53]2[cH:54][c:55]([C:56]#[C:57][c:58]3[cH:59][cH:60][c:61]([C:62]([O:63][CH2:64][CH3:65])=[O:66])[cH:67][cH:68]3)[cH:69][cH:70][c:71]21.[OH2:77]>>[CH3:1][C:2]1([CH3:32])[c:3]2[cH:4][cH:5][c:6]([C:19]#[C:20][c:21]3[cH:22][cH:23][c:24]([C:25](=[O:26])[OH:27])[cH:30][cH:31]3)[cH:7][c:8]2[C:9]([c:12]2[cH:13][cH:14][c:15]([CH3:18])[cH:16][cH:17]2)=[CH:10][CH2:11]1. The reactants are S1C=C(C=C1)C(=O)O (thiophene-3-carboxylic acid), FC(OC1=CC=C(CN)C=C1)(F)F (4-trifluoromethoxy-benzylamine). Yields the product FC(OC1=CC=C(CNC(=O)C2=CSC=C2)C=C1)(F)F (Thiophene-3-carboxylic acid 4-trifluoromethoxy-benzylamide). Reaction SMILES: [S:1]1[CH:5]=[CH:4][C:3]([C:6]([OH:8])=O)=[CH:2]1.[F:9][C:10]([F:21])([F:20])[O:11][C:12]1[CH:19]=[CH:18][C:15]([CH2:16][NH2:17])=[CH:14][CH:13]=1>>[F:9][C:10]([F:20])([F:21])[O:11][C:12]1[CH:19]=[CH:18][C:15]([CH2:16][NH:17][C:6]([C:3]2[CH:4]=[CH:5][S:1][CH:2]=2)=[O:8])=[CH:14][CH:13]=1. Reported procedure: Prepared in a similar manner to example 4 using thiophene-3-carboxylic acid and 4-trifluoromethoxy-benzylamine. MS (M+H, 302.0). Starting materials: CC(C)(C)[Si](C)(C)Cl, CN(C)C=O, CCO, O, O=C1CC2C(CC(OC3CCCCO3)C2CO)O1, c1c[nH]cn1. Product: CC(C)(C)[Si](C)(C)OCC1C(OC2CCCCO2)CC2OC(=O)CC21. RXN SMILES: [C:29]([CH3:30])([CH3:31])([CH3:32])[Si:33]([Cl:34])([CH3:35])[CH3:36].[CH3:1][N:2]([CH3:3])[CH:4]=[O:5].[CH3:38][CH2:39][OH:40].[OH2:37].[OH:6][CH2:7][CH:8]1[CH:9]([O:17][CH:18]2[O:19][CH2:20][CH2:21][CH2:22][CH2:23]2)[CH2:10][CH:11]2[O:12][C:13](=[O:16])[CH2:14][CH:15]12.[nH:24]1[cH:25][cH:26][n:27][cH:28]1>>[O:6]([CH2:7][CH:8]1[CH:9]([O:17][CH:18]2[O:19][CH2:20][CH2:21][CH2:22][CH2:23]2)[CH2:10][CH:11]2[O:12][C:13](=[O:16])[CH2:14][CH:15]12)[Si:33]([C:29]([CH3:30])([CH3:31])[CH3:32])([CH3:35])[CH3:36]. The reactants are O (water), C(C)(=O)[O-].[K+] (potassium acetate), FC1=NC=CC=C1B(O)O (2-fluoropyridine-3-boronic acid), ClC1=CC(=NC=C1)N (4-chloropyridin-2-amine), (di-tert-butylphenylphosphino)Pd(II). The solvent is CC#N (CH3CN). Reaction conditions: temperature 85 celsius. The product is FC1=NC=CC=C1C1=CC(=NC=C1)N (4-(2-fluoropyridin-3-yl)pyridin-2-amine). RXN SMILES: O.C([O-])(=O)C.[K+].[F:7][C:8]1[C:13](B(O)O)=[CH:12][CH:11]=[CH:10][N:9]=1.Cl[C:18]1[CH:23]=[CH:22][N:21]=[C:20]([NH2:24])[CH:19]=1>CC#N>[F:7][C:8]1[C:13]([C:18]2[CH:23]=[CH:22][N:21]=[C:20]([NH2:24])[CH:19]=2)=[CH:12][CH:11]=[CH:10][N:9]=1 |f:1.2|. Procedure: A pressure vessel was charged with 6.35 mL of water and degassed with nitrogen for 0.5 h. To this vessel was added potassium acetate (2.31 g, 23.5 mmol), 2-fluoropyridine-3-boronic acid (2.48 g, 17.6 mmol), 4-chloropyridin-2-amine (1.51 g, 11.7 mmol), dichloro-bis (di-tert-butylphenylphosphino)Pd(II)(0.146 g, 0.235 mmol) and 58.5 mL CH3CN. The mixture was purged under nitrogen for several additional minutes, and the pressure bottle was sealed. The reaction mixture was heated to 85° C. for 15 h. ... Reactants: ClC1=C(C(=CC=C1)Cl)C=1NC2=C(N1)C=CC(=C2)C(=O)NN (2-(2,6-dichloro-phenyl)-3H-benzoimidazole-5-carboxylic acid hydrazide), CCN=C=NCCCN(C)C (EDCI), NC=1C=NC(=CC1)C(F)(F)F (3-amino-6-trifluoromethyl-pyridine), N1(C=NC=C1)C(=S)N1C=NC=C1 (di-imidazol-1-yl-methanethione). Run in CCOC(=O)C (EtOAc), CN(C)C=O (DMF), CN(C)C=O (DMF). Run at time 6.5 hour. The product is ClC1=C(C(=CC=C1)Cl)C=1NC2=C(N1)C=CC(=C2)C2=NN=C(O2)NC=2C=NC(=CC2)C(F)(F)F ({5-[2-(2,6-Dichloro-phenyl)-3H-benzoimidazol-5-yl]-[1,3,4]oxadiazol-2-yl}-(6-trifluoromethyl-pyridin-3-yl)-amine). As a reaction SMILES: [NH2:1][C:2]1[CH:3]=[N:4][C:5]([C:8]([F:11])([F:10])[F:9])=[CH:6][CH:7]=1.N1(C(N2C=CN=C2)=S)C=CN=[CH:13]1.[Cl:24][C:25]1[CH:30]=[CH:29][CH:28]=[C:27]([Cl:31])[C:26]=1[C:32]1[NH:33][C:34]2[CH:40]=[C:39]([C:41]([NH:43][NH2:44])=[O:42])[CH:38]=[CH:37][C:35]=2[N:36]=1.CCN=C=NCCCN(C)C>CN(C=O)C.CCOC(C)=O>[Cl:24][C:25]1[CH:30]=[CH:29][CH:28]=[C:27]([Cl:31])[C:26]=1[C:32]1[NH:33][C:34]2[CH:40]=[C:39]([C:41]3[O:42][C:13]([NH:1][C:2]4[CH:3]=[N:4][C:5]([C:8]([F:11])([F:9])[F:10])=[CH:6][CH:7]=4)=[N:44][N:43]=3)[CH:38]=[CH:37][C:35]=2[N:36]=1. Procedure: Combine 3-amino-6-trifluoromethyl-pyridine (98 mg, 0.606 mmol) and di-imidazol-1-yl-methanethione (108 mg, 0.606 mmol) in DMF (1.5 mL) and stir overnight. Add 2-(2,6-dichloro-phenyl)-3H-benzoimidazole-5-carboxylic acid hydrazide (150 mg, 0.466 mmol) and DMF (1 mL). Stir for 6.5 hr. Add EDCI (179 mg, 0.932 mmol) and heat to 80° C. for 1 hr. Upon cooling, dilute the reaction with EtOAc (75 mL) and extract with water (15 mL). Dry the organic phase over Na2SO4 and evaporate the solvent. Purify the r... Starting materials: BrC=1C(=NC=CC1)N (3-bromopyridin-2-amine), FC1=C(C=CC(=C1)B(O)O)C1=CC=CC=C1 (2-fluorobiphenyl-4-ylboronic acid), C([O-])([O-])=O.[Na+].[Na+] (sodium carbonate), O (water), O (water). Reagents/catalysts: C=1C=CC(=CC1)[P](C=2C=CC=CC2)(C=3C=CC=CC3)[Pd]([P](C=4C=CC=CC4)(C=5C=CC=CC5)C=6C=CC=CC6)([P](C=7C=CC=CC7)(C=8C=CC=CC8)C=9C=CC=CC9)[P](C=1C=CC=CC1)(C=1C=CC=CC1)C=1C=CC=CC1 (tetrakis(triphenylphosphine)palladium(0)). Solvent: COCCOC (1,2-dimethoxyethane). Conditions: temperature 80 celsius, time 8 hour. The product is FC1=C(C=CC(=C1)C=1C(=NC=CC1)N)C1=CC=CC=C1 (3-(2-fluorobiphenyl-4-yl)pyridin-2-amine). The yield is 76.9%. RXN SMILES: Br[C:2]1[C:3]([NH2:8])=[N:4][CH:5]=[CH:6][CH:7]=1.[F:9][C:10]1[CH:15]=[C:14](B(O)O)[CH:13]=[CH:12][C:11]=1[C:19]1[CH:24]=[CH:23][CH:22]=[CH:21][CH:20]=1.C(=O)([O-])[O-].[Na+].[Na+].O>COCCOC.C1C=CC([P]([Pd]([P](C2C=CC=CC=2)(C2C=CC=CC=2)C2C=CC=CC=2)([P](C2C=CC=CC=2)(C2C=CC=CC=2)C2C=CC=CC=2)[P](C2C=CC=CC=2)(C2C=CC=CC=2)C2C=CC=CC=2)(C2C=CC=CC=2)C2C=CC=CC=2)=CC=1>[F:9][C:10]1[CH:15]=[C:14]([C:2]2[C:3]([NH2:8])=[N:4][CH:5]=[CH:6][CH:7]=2)[CH:13]=[CH:12][C:11]=1[C:19]1[CH:20]=[CH:21][CH:22]=[CH:23][CH:24]=1 |f:2.3.4,^1:41,43,62,81|. Reported procedure: To a solution of 3-bromopyridin-2-amine (1.0 g) in 1,2-dimethoxyethane (50 mL) were added 2-fluorobiphenyl-4-ylboronic acid (1.623 g), sodium carbonate (1.225 g), tetrakis(triphenylphosphine)palladium(0) (0.334 g), and water (10 mL) at room temperature. The reaction mixture was stirred under a nitrogen atmosphere at 80° C. overnight, water was added, and the mixture was extracted with ethyl acetate. The extract was washed with saturated brine, dried over anhydrous sodium sulfate and the solvent ... The reactants are [Al+3], O=C(Cl)CCCCCBr, ClCCl, [Cl-], [Cl-], [Cl-], COc1cccc(Cl)c1Cl, Cl, O. The product is COc1ccc(C(=O)CCCCCBr)c(Cl)c1Cl. As a reaction SMILES: [Al+3:21].[Br:11][CH2:12][CH2:13][CH2:14][CH2:15][CH2:16][C:17](=[O:18])[Cl:19].[CH2:25]([Cl:26])[Cl:27].[Cl-:20].[Cl-:22].[Cl-:23].[Cl:1][c:2]1[c:3]([O:9][CH3:10])[cH:4][cH:5][cH:6][c:7]1[Cl:8].[ClH:24].[OH2:28]>>[Cl:1][c:2]1[c:3]([O:9][CH3:10])[cH:4][cH:5][c:6]([C:17]([CH2:16][CH2:15][CH2:14][CH2:13][CH2:12][Br:11])=[O:18])[c:7]1[Cl:8]. Reactants: P (phosphine), [O-]P(=O)([O-])[O-].[K+].[K+].[K+] (potassium phosphate tribasic), CS(=O)(=O)OC1=CC2=CC=C(C=C2C=C1)C1=C(C(=CC(=C1)N1C(NC(C=C1)=O)=O)C(C)(C)C)OC (6-(3-tert-Butyl-5-(2,4-dioxo-3,4-dihydropyrimidin-1(2H)-yl)-2-methoxyphenyl)naphthalen-2-yl methanesulfonate), CS(=O)(=O)N (methanesulfonamide), C(C)(C)(CC)O (tert-amyl alcohol), C(C)(C)(CC)O (tert-Amyl alcohol). The reagents and catalysts are C=1C=CC(=CC1)/C=C/C(=O)/C=C/C2=CC=CC=C2.C=1C=CC(=CC1)/C=C/C(=O)/C=C/C2=CC=CC=C2.C=1C=CC(=CC1)/C=C/C(=O)/C=C/C2=CC=CC=C2.[Pd].[Pd] (Tris(dibenzylideneacetone)dipalladium(0)). Conditions: temperature 80 celsius, time 30 minute. Product: C(C)(C)(C)C=1C(=C(C=C(C1)N1C(NC(C=C1)=O)=O)C=1C=C2C=CC(=CC2=CC1)NS(=O)(=O)C)OC (N-(6-(3-tert-butyl-5-(2,4-dioxo -3,4-dihydropyrimidin-1(2H)-yl)-2-methoxyphenyl)naphthalen-2-yl)methanesulfonamide). Reaction SMILES: P.[O-]P([O-])([O-])=O.[K+].[K+].[K+].C(O)(CC)(C)C.CS(O[C:21]1[CH:30]=[CH:29][C:28]2[C:23](=[CH:24][CH:25]=[C:26]([C:31]3[CH:36]=[C:35]([N:37]4[CH:42]=[CH:41][C:40](=[O:43])[NH:39][C:38]4=[O:44])[CH:34]=[C:33]([C:45]([CH3:48])([CH3:47])[CH3:46])[C:32]=3[O:49][CH3:50])[CH:27]=2)[CH:22]=1)(=O)=O.[CH3:51][S:52]([NH2:55])(=[O:54])=[O:53]>C1C=CC(/C=C/C(/C=C/C2C=CC=CC=2)=O)=CC=1.C1C=CC(/C=C/C(/C=C/C2C=CC=CC=2)=O)=CC=1.C1C=CC(/C=C/C(/C=C/C2C=CC=CC=2)=O)=CC=1.[Pd].[Pd]>[C:45]([C:33]1[C:32]([O:49][CH3:50])=[C:31]([C:26]2[CH:27]=[C:28]3[C:23](=[CH:24][CH:25]=2)[CH:22]=[C:21]([NH:55][S:52]([CH3:51])(=[O:54])=[O:53])[CH:30]=[CH:29]3)[CH:36]=[C:35]([N:37]2[CH:42]=[CH:41][C:40](=[O:43])[NH:39][C:38]2=[O:44])[CH:34]=1)([CH3:48])([CH3:47])[CH3:46] |f:1.2.3.4,8.9.10.11.12|. Reported procedure: Tris(dibenzylideneacetone)dipalladium(0) (0.0037 g, 4.04 mmol), di-tertbutyl 2′,4′,6′-triisopropyl-3,6-dimethoxybiphenyl-2-yl)phosphine (0.0047 g, 9.7 μmol) and milled potassium phosphate tribasic (0.094 g, 0.445 mmol) were charged to a 40-mL reaction vial inside an inert atmosphere glove box. tert-Amyl alcohol (1.0 mL) was added, the contents were heated to 80 ° C. and stirred at this temperature for 30 minutes. The reaction mixture was cooled down to room temperature. 6-(3-tert-Butyl-5-(2,4-di... Starting materials: [Cl-].O[NH3+] (hydroxylammonium chloride), C(O)([O-])=O.[Na+] (sodium hydrogen carbonate), CS(=O)C (dimethyl sulfoxide), C(CCC)C=1N=C(N(C(C1CC1=CC=C(C=C1)C=1C(=CC=CC1)C#N)=O)CC(O)C1CCCCC1)C (4′-{[4-butyl-1-(2-cyclohexyl-2-hydroxyethyl)-2-methyl-6-oxo-1,6-dihydropyrimidin-5-yl]methyl}biphenyl-2-carbonitrile). Solvent: C(C)(=O)OCC (ethyl acetate). Reaction conditions: temperature 40 celsius, time 30 minute. Product: C(CCC)C1=C(C(N(C(=N1)C)CC(O)C1CCCCC1)=O)CC1=CC=C(C=C1)C1=C(C=CC=C1)C1=NOC(N1)=O (6-butyl-3-(2-cyclohexyl-2-hydroxyethyl)-2-methyl-5-{[2′-(5-oxo-4,5-dihydro-1,2,4-oxadiazol-3-yl)biphenyl-4-yl]methyl}pyrimidin-4(3H)-one). Yield: 26.0%. RXN SMILES: [Cl-].O[NH3+:3].[C:4](=[O:7])([O-])[OH:5].[Na+].CS(C)=O.[CH2:13]([C:17]1[N:18]=[C:19]([CH3:48])[N:20]([CH2:39][CH:40]([CH:42]2[CH2:47][CH2:46][CH2:45][CH2:44][CH2:43]2)[OH:41])[C:21](=[O:38])[C:22]=1[CH2:23][C:24]1[CH:29]=[CH:28][C:27]([C:30]2[C:31]([C:36]#[N:37])=[CH:32][CH:33]=[CH:34][CH:35]=2)=[CH:26][CH:25]=1)[CH2:14][CH2:15][CH3:16]>C(OCC)(=O)C>[CH2:13]([C:17]1[N:18]=[C:19]([CH3:48])[N:20]([CH2:39][CH:40]([CH:42]2[CH2:47][CH2:46][CH2:45][CH2:44][CH2:43]2)[OH:41])[C:21](=[O:38])[C:22]=1[CH2:23][C:24]1[CH:29]=[CH:28][C:27]([C:30]2[CH:35]=[CH:34][CH:33]=[CH:32][C:31]=2[C:36]2[NH:3][C:4](=[O:7])[O:5][N:37]=2)=[CH:26][CH:25]=1)[CH2:14][CH2:15][CH3:16] |f:0.1,2.3|. Procedure details: A mixture of hydroxylammonium chloride (3.80 g), sodium hydrogen carbonate (6.08 g) and dimethyl sulfoxide (30 mL) was stirred at 40° C. for 30 min, 4′-{[4-butyl-1-(2-cyclohexyl-2-hydroxyethyl)-2-methyl-6-oxo-1,6-dihydropyrimidin-5-yl]methyl}biphenyl-2-carbonitrile (1.75 g) was added, and the mixture was stirred at 90° C. for 16 hr. The reaction mixture was diluted with ethyl acetate, washed with water and then with saturated brine, and dried over anhydrous magnesium sulfate. The solvent was eva... Starting materials: COC1=CC=C(C=C1)C1=CC=C(C2=C1C=CO2)C (4-(4-methoxyphenyl)-7-methylbenzofuran), C(Cl)(Cl)(Cl)Cl (CCl4), C1CC(=O)N(C1=O)Br (NBS), OP(=O)([O-])[O-].[K+].[K+] (K2HPO4), potassium benzeneselenite. Reagents/catalysts: CC(C)(C#N)N=NC(C)(C)C#N (AIBN). The solvent is CC#N (CH3CN). Yields the product COC1=CC=C(C=C1)C1=CC=C(C2=C1C=CO2)C=O (4-(4-Methoxyphenyl)-benzofuran-7-carbaldehyde). The yield is 78.7%. Reaction SMILES: [CH3:1][O:2][C:3]1[CH:8]=[CH:7][C:6]([C:9]2[C:14]3[CH:15]=[CH:16][O:17][C:13]=3[C:12]([CH3:18])=[CH:11][CH:10]=2)=[CH:5][CH:4]=1.C(Cl)(Cl)(Cl)Cl.C1C(=O)N(Br)C(=[O:27])C1.OP([O-])([O-])=O.[K+].[K+]>CC(N=NC(C#N)(C)C)(C#N)C.CC#N>[CH3:1][O:2][C:3]1[CH:4]=[CH:5][C:6]([C:9]2[C:14]3[CH:15]=[CH:16][O:17][C:13]=3[C:12]([CH:18]=[O:27])=[CH:11][CH:10]=2)=[CH:7][CH:8]=1 |f:3.4.5|. Reported procedure: To a 250 ml round bottom flask was added 4-(4-methoxyphenyl)-7-methylbenzofuran (600 mg, 2.52 mmol), CCl4 (70 ml), NBS (490 mg, 2.77 mmol), and a catalytic amount of AIBN (25 mg). The reaction was brought to reflux for 2 h after which the reaction was allowed to cool, the solids were filtered off, and the solution concentrated. CH3CN (30 ml), K2HPO4 (440 mg, 2.53 mmol), and potassium benzeneselenite (630 mg, 2.77 mmol) were added and the reaction was brought to reflux for 2 h after. The reaction...